From a dataset of the Open Reaction Database (ORD), a public repository of structured organic reaction records. describe an organic reaction: reactants, conditions, products, and yield The reactants are S1C=NC(=C1)CC(=O)O (4-thiazolylacetic acid), NC=1C(N(C(N(C1N)CCC1=CC=C(C=C1)[N+](=O)[O-])=O)CCC)=O (5,6-Diamino-1-[2-(4-nitrophenyl)ethyl]-3-propyluracil). Yields the product [N+](=O)([O-])C1=CC=C(C=C1)CCN1C(N(C(C=2NC(=NC12)CC=1N=CSC1)=O)CCC)=O (3-[2-(4-nitrophenyl)ethyl]-1-propyl-8-[(4-thiazolyl)methyl]xanthine). Reaction SMILES: [S:1]1[CH:5]=[C:4]([CH2:6][C:7](O)=O)[N:3]=[CH:2]1.[NH2:10][C:11]1[C:12](=[O:33])[N:13]([CH2:30][CH2:31][CH3:32])[C:14](=[O:29])[N:15]([CH2:18][CH2:19][C:20]2[CH:25]=[CH:24][C:23]([N+:26]([O-:28])=[O:27])=[CH:22][CH:21]=2)[C:16]=1[NH2:17]>>[N+:26]([C:23]1[CH:24]=[CH:25][C:20]([CH2:19][CH2:18][N:15]2[C:16]3[N:17]=[C:7]([CH2:6][C:4]4[N:3]=[CH:2][S:1][CH:5]=4)[NH:10][C:11]=3[C:12](=[O:33])[N:13]([CH2:30][CH2:31][CH3:32])[C:14]2=[O:29])=[CH:21][CH:22]=1)([O-:28])=[O:27]. Procedure: By the method of Example 2, 4-thiazolylacetic acid is reacted with 5,6-diamino-1-[2-(4-nitrophenyl)ethyl]-3-propyluracil (6) to yield 3-[2-(4-nitrophenyl)ethyl]-1-propyl-8-[(4-thiazolyl)methyl]xanthine. By methods well known in the art, 3-[2-(4-nitrophenyl)ethyl]-1-propyl-8-[(4-thiazolyl)methyl]xanthine is reduced with hydrazine hydrate or hydrogen gas in the presence of a palladium catalyst to yield 3-[2-(4-aminophenyl)ethyl]-1-propyl-8-[(4-thiazolyl)methyl]xanthine. Reactants: BrC1=C(C(=CC(=C1)F)F)O[C@@H](C)CC=C ((S)-1-bromo-3,5-difluoro-2-(pent-4-en-2-yloxy)benzene), FC1=CC(=C(C=C1F)B1OC(CN(CC(O1)=O)C)=O)O[C@@H](C)CC=C ((S)-2-(4,5-difluoro-2-(pent-4-en-2-yloxy)phenyl)-6-methyl-1,3,6,2-dioxazaborocane-4,8-dione). The product is FC=1C(=C(C=C(C1)F)B1OC(CN(CC(O1)=O)C)=O)O[C@@H](C)CC=C ((S)-2-(3,5-Difluoro-2-(pent-4-en-2-yloxy)phenyl)-6-methyl-1,3,6,2-dioxazaborocane-4,8-dione). Isolated yield 40.0%. RXN SMILES: Br[C:2]1[CH:7]=[C:6]([F:8])[CH:5]=[C:4]([F:9])[C:3]=1[O:10][C@H:11]([CH2:13][CH:14]=[CH2:15])[CH3:12].FC1C(F)=CC([B:24]2[O:31][C:30](=[O:32])[CH2:29][N:28]([CH3:33])[CH2:27][C:26](=[O:34])[O:25]2)=C(O[C@H](CC=C)C)C=1>>[F:9][C:4]1[C:3]([O:10][C@H:11]([CH2:13][CH:14]=[CH2:15])[CH3:12])=[C:2]([B:24]2[O:31][C:30](=[O:32])[CH2:29][N:28]([CH3:33])[CH2:27][C:26](=[O:34])[O:25]2)[CH:7]=[C:6]([F:8])[CH:5]=1. Procedure details: Prepared from (S)-1-bromo-3,5-difluoro-2-(pent-4-en-2-yloxy)benzene in 40% yield following the procedure for (S)-2-(4,5-difluoro-2-(pent-4-en-2-yloxy)phenyl)-6-methyl-1,3,6,2-dioxazaborocane-4,8-dione. 1H NMR (400 MHz, CDCl3) δ 7.21 (dd, J=8.5, 1.8 Hz, 1H), 6.89 (ddd, J=12.5, 7.8, 3.3 Hz, 1H), 5.91-5.73 (m, 1H), 5.17-5.03 (m, 2H), 4.88-4.75 (m, 1H), 4.10-3.95 (m, 1H), 3.92-3.83 (m, 3H), 2.66 (s, 3H), 2.53-2.41 (m, 1H), 2.39-2.28 (m, 1H), 1.24 (d, J=6.3 Hz, 3H); 19F NMR (376 MHz, CDCl3) δ −117.18...